From a dataset of the Open Reaction Database (ORD), a public repository of structured organic reaction records. describe an organic reaction: reactants, conditions, products, and yield The reactants are C1=CC=C(C=C1)[C@@H](C(=O)O)N (L-phenylglycine), L-p-hydroxyphenylglycine, L-amino acid, C(C=1C(O)=CC=CC1)=O (salicylaldehyde). Solvent: C(C)(=O)O (acetic acid). Run at temperature 100 celsius, time 2 hour. The product is C1=CC=C(C=C1)C(C(=O)O)N (DL-phenylglycine), C1=CC(=CC=C1C(C(=O)O)N)O (DL-p-hydroxyphenylglycine). Reaction SMILES: [CH:1]1[CH:6]=[CH:5][C:4]([C@H:7]([NH2:11])[C:8]([OH:10])=[O:9])=[CH:3][CH:2]=1.C(=O)[C:13]1[C:14](=[CH:16][CH:17]=[CH:18][CH:19]=1)[OH:15]>C(O)(=O)C>[CH:1]1[CH:2]=[CH:3][C:4]([CH:7]([NH2:11])[C:8]([OH:10])=[O:9])=[CH:5][CH:6]=1.[CH:17]1[C:18]([CH:7]([NH2:11])[C:8]([OH:10])=[O:9])=[CH:19][CH:13]=[C:14]([OH:15])[CH:16]=1. Reported procedure: 6 g of L-phenylglycine or L-p-hydroxyphenylglycine were suspended in a mixture of 20 ml of 95% acetic acid and 0.2 ml (0.05 mole per mole of the L-amino acid used) of salicylaldehyde. The suspension was stirred at 100° C. for 2 hours. After the reaction, the mixture was cooled to room temperature, and the crystalline precipitates were collected by filtration and then washed with methanol. DL-phenylglycine or DL-p-hydroxyphenylglycine was thereby obtained. The results are shown in Table 17. The reactants are N1=C(C=C(C=C1C)C)C (2,4,6-collidine), OO (H2O2), C(C)(=O)O (acetic acid), OO (H2O2), resultant solution. Run in C(C)(=O)OC(C)=O (acetic anhydride). Run at time 6 hour. The product is C(C)(=O)OCC1=NC(=CC(=C1)C)C (2-acetoxymethyl-4,6-dimethylpyridine). The yield is 24.0%. As a reaction SMILES: [N:1]1[C:6]([CH3:7])=[CH:5][C:4]([CH3:8])=[CH:3][C:2]=1[CH3:9].OO.[C:12]([OH:15])(=[O:14])[CH3:13]>C(OC(=O)C)(=O)C>[C:12]([O:15][CH2:9][C:2]1[CH:3]=[C:4]([CH3:8])[CH:5]=[C:6]([CH3:7])[N:1]=1)(=[O:14])[CH3:13]. Procedure: To a stirred solution of 2,4,6-collidine (3.22 g, 26.6 mmol) in glacial acetic acid (21 mL) at room temperature was added 30% H2O2 (3.0 mL) and the resultant solution was heated to 70° C. After 6 hours, the reaction mixture was cooled to room temperature, additional H2O2 (3.0 mL) was added, and the solution was heated at 70° C. overnight. The reaction mixture was cooled to room temperature and concentrated under reduced pressure. The residue was dissolved in CHCl3 (50 mL) and treated with solid ... Starting materials: [Si](C)(C)(C(C)(C)C)OC1CN(C1)C[C@@H](C(=O)OC)O ((S)-Methyl 3-(3-(tert-butyldimethylsilyloxy)azetidin-1-yl)-2-hydroxypropanoate), NC1=NC=C(C#N)C=C1 (6-aminonicotinonitrile), C[Al](C)C (Trimethylaluminium), NC1=NC=C(C#N)C=C1 (6-aminonicotinonitrile). Run in C1(=CC=CC=C1)C (toluene), C1(=CC=CC=C1)C (toluene). Reaction conditions: temperature 0 celsius, time 10 minute. Yields the product [Si](C)(C)(C(C)(C)C)OC1CN(C1)C[C@@H](C(=O)NC1=NC=C(C=C1)C#N)O ((S)-3-(3-(tert-butyldimethylsilyloxy)azetidin-1-yl)-N-(5-cyanopyridin-2-yl)-2-hydroxypropanamide). As a reaction SMILES: C[Al](C)C.[NH2:5][C:6]1[CH:13]=[CH:12][C:9]([C:10]#[N:11])=[CH:8][N:7]=1.[Si:14]([O:21][CH:22]1[CH2:25][N:24]([CH2:26][C@H:27]([OH:32])[C:28](OC)=[O:29])[CH2:23]1)([C:17]([CH3:20])([CH3:19])[CH3:18])([CH3:16])[CH3:15]>C1(C)C=CC=CC=1>[Si:14]([O:21][CH:22]1[CH2:25][N:24]([CH2:26][C@H:27]([OH:32])[C:28]([NH:5][C:6]2[CH:13]=[CH:12][C:9]([C:10]#[N:11])=[CH:8][N:7]=2)=[O:29])[CH2:23]1)([C:17]([CH3:20])([CH3:19])[CH3:18])([CH3:16])[CH3:15]. Procedure: Trimethylaluminium (7.95 mL, 15.89 mmol) was added to 6-aminonicotinonitrile (1.646 g, 13.82 mmol) in toluene (50 mL) cooled to 0° C. under nitrogen. The resulting solution was stirred at 0° C. for 10 minutes. (S)-Methyl 3-(3-(tert-butyldimethylsilyloxy)azetidin-1-yl)-2-hydroxypropanoate (Intermediate AD3) (4.0 g, 13.82 mmol) in toluene (20 mL) was added and the resulting solution was allowed to warm to room temperature and then heated at 60° C. for 3 hours. The mixture was cooled to ˜10° C. and... The reactants are [OH-].[Na+] (NaOH), O1C=C(C=C1)C=O (3-furaldehyde), C(C)=O (acetaldehyde). The solvent is O (water), CCOCC (ether). Conditions: temperature 0 celsius, time 5 minute. The product is ether hexanes, O1C=C(C=C1)C=CC=O (3-(furan-3-yl)propenal). Isolated yield 40.9%. RXN SMILES: [OH-].[Na+].[O:3]1[CH:7]=[CH:6][C:5]([CH:8]=O)=[CH:4]1.[CH:10](=[O:12])[CH3:11]>O.CCOCC>[O:3]1[CH:7]=[CH:6][C:5]([CH:8]=[CH:11][CH:10]=[O:12])=[CH:4]1 |f:0.1|. Procedure details: To a solution of 2N NaOH (115 mL) was added 3-furaldehyde (4.5 mL, 52.0 mmol) dropwise. The solution was stirred until homogeneous (approximately five minutes) and then cooled to 0° C. and acetaldehyde (1.65 mL, 57.2 mmol) in 5 mL water was added. The reaction was stirred at 0° C. for 30 min and was then diluted with ether. The mixture was separated and the aqueous layer was extracted with ether (3×50 mL). The combined organic extract was washed with brine, dried over MgSO4, filtered and evapora... The reactants are ClCCl, OCc1ccc(CCc2cccc3cncn23)cc1. The product is O=Cc1ccc(CCc2cccc3cncn23)cc1. RXN SMILES: [CH2:20]([Cl:21])[Cl:22].[OH:1][CH2:2][c:3]1[cH:4][cH:5][c:6]([CH2:7][CH2:8][c:9]2[cH:10][cH:11][cH:12][c:13]3[n:14]2[cH:15][n:16][cH:17]3)[cH:18][cH:19]1>>[O:1]=[CH:2][c:3]1[cH:4][cH:5][c:6]([CH2:7][CH2:8][c:9]2[cH:10][cH:11][cH:12][c:13]3[n:14]2[cH:15][n:16][cH:17]3)[cH:18][cH:19]1. Reactants: BrC1=C(C=CC(=C1)C)O (2-Bromo-4-methylphenol), C(Cl)Cl (CH2Cl2), C[Si](C)(C)C#C (Trimethylsilylacetylene), [F-].[K+] (Potassium fluoride). The reagents and catalysts are [Cu]I (CuI), Cl[Pd]([P](C1=CC=CC=C1)(C2=CC=CC=C2)C3=CC=CC=C3)([P](C4=CC=CC=C4)(C5=CC=CC=C5)C6=CC=CC=C6)Cl (Bis(triphenylphosphine)palladium(II) dichloride). Solvent: CCN(CC)CC.O1CCOCC1 (Et3N dioxane). Reaction conditions: time 8 hour. The product is C(#C)C1=C(C=CC(=C1)C)O (2-ethynyl-4-methyl-phenol). Reaction SMILES: Br[C:2]1[CH:7]=[C:6]([CH3:8])[CH:5]=[CH:4][C:3]=1[OH:9].C[Si]([C:14]#[CH:15])(C)C.[F-].[K+].C(Cl)Cl>CCN(CC)CC.O1CCOCC1.Cl[Pd](Cl)([P](C1C=CC=CC=1)(C1C=CC=CC=1)C1C=CC=CC=1)[P](C1C=CC=CC=1)(C1C=CC=CC=1)C1C=CC=CC=1.[Cu]I>[C:14]([C:2]1[CH:7]=[C:6]([CH3:8])[CH:5]=[CH:4][C:3]=1[OH:9])#[CH:15] |f:2.3,5.6,^1:36,55|. Procedure details: A flask is flushed with N2 and charged with 2-Bromo-4-methylphenol (20 mmol) and dissolved in 1/1 Et3N/dioxane. Bis(triphenylphosphine)palladium(II) dichloride (PdCl2(PPh3)2) (0.2 mmol) is added, followed by 0.4 mmol of CuI. Trimethylsilylacetylene (24 mmol) is added drop-wise to the reaction mixture. The reaction mixture is stirred overnight under N2. The solvents are removed under vacuum and the resulting liquid is extracted by washing with ethyl ether. The ethyl ether extracts are combined an... The reactants are stainless steel, [N+](=O)([O-])C1=C(N)C=CC(=C1)B1OC(C(O1)(C)C)(C)C (2-nitro-4-(4,4,5,5-tetramethyl-1,3,2-dioxaborolan-2-yl)aniline). Reaction conditions: time 36 hour. Yields the product CC1(OB(OC1(C)C)C=1C=C(C(=CC1)N)N)C (4-(4,4,5,5-tetramethyl-1,3,2-dioxaborolan-2-yl)benzene-1,2-diamine). Reported procedure: In a 250 mL stainless steel pressure bottle a solution of EXAMPLE 1H (5 g, 18.93 mmol) in ethyl acetate (50 mL) was treated with 10% Pd on carbon (1.25 g, 1.175 mmol). The suspension was stirred under a hydrogen atmosphere for 36 hours at 30 psi at ambient temperature. The mixture was filtered through a nylon membrane and concentrated to provide the title compound. MS APCI(+)) m/e 235.19 (M+H)+. The reagents and catalysts are [Pd] (Pd on carbon). Reaction SMILES: [N+:1]([C:4]1[CH:10]=[C:9]([B:11]2[O:15][C:14]([CH3:17])([CH3:16])[C:13]([CH3:19])([CH3:18])[O:12]2)[CH:8]=[CH:7][C:5]=1[NH2:6])([O-])=O>C(OCC)(=O)C.[Pd]>[CH3:16][C:14]1([CH3:17])[C:13]([CH3:18])([CH3:19])[O:12][B:11]([C:9]2[CH:10]=[C:4]([NH2:1])[C:5]([NH2:6])=[CH:7][CH:8]=2)[O:15]1. Solvent: C(C)(=O)OCC (ethyl acetate). Reactants: C(#N)N=C(N[C@H]1[C@@H](C(OC2=C1C=C(C=C2)C#N)(C)C)O)SC ((3S,4R)-4-(3-cyano-2-methyl-1-isothioureido)-3,4-dihydro-3-hydroxy-2,2-dimethyl-2H-1-benzopyran-6-carbonitrile), CNC (dimethylamine). The product is C(#N)N=C(N[C@H]1[C@@H](C(OC2=C1C=C(C=C2)C#N)(C)C)O)N(C)C ((3S,4R)-4-(2-cyano-3,3-dimethylguanidino)-3,4-dihydro-3-hydroxy-2,2-dimethyl-2H-1-benzopyran-6-carbonitrile). Reaction SMILES: [C:1]([N:3]=[C:4](SC)[NH:5][C@@H:6]1[C:11]2[CH:12]=[C:13]([C:16]#[N:17])[CH:14]=[CH:15][C:10]=2[O:9][C:8]([CH3:19])([CH3:18])[C@H:7]1[OH:20])#[N:2].[CH3:23][NH:24][CH3:25]>>[C:1]([N:3]=[C:4]([N:24]([CH3:25])[CH3:23])[NH:5][C@@H:6]1[C:11]2[CH:12]=[C:13]([C:16]#[N:17])[CH:14]=[CH:15][C:10]=2[O:9][C:8]([CH3:19])([CH3:18])[C@H:7]1[OH:20])#[N:2]. Procedure: A mixture of (3S,4R)-4-(3-cyano-2-methyl-1-isothioureido)-3,4-dihydro-3-hydroxy-2,2-dimethyl-2H-1-benzopyran-6-carbonitrile (16.3 g) and 50% aqueous dimethylamine solution (81.5 ml) was stirred under reflux for 1.5 hours to form white precipitates. These precipitates were collected by filtration, washed with cold water, and recrystallized from ethanol to give (3S,4R)-4-(2-cyano-3,3-dimethylguanidino)-3,4-dihydro-3-hydroxy-2,2-dimethyl-2H-1-benzopyran-6-carbonitrile (12.05 g).